This data is from the Open Reaction Database (ORD), a public repository of structured organic reaction records. The task is: describe an organic reaction: reactants, conditions, products, and yield Reaction SMILES: [Br:13][N:14]1[C:15](=[O:16])[CH2:17][CH2:18][C:19]1=[O:20].[C:21]([O:22][O:23][C:24](=[O:25])[c:26]1[cH:27][cH:28][cH:29][cH:30][cH:31]1)(=[O:32])[c:33]1[cH:34][cH:35][cH:36][cH:37][cH:38]1.[C:39]([Cl:40])([Cl:41])([Cl:42])[Cl:43].[c:1]1([CH3:12])[cH:2][cH:3][c:4]([CH2:7][C:8](=[O:9])[O:10][CH3:11])[cH:5][cH:6]1>>[c:1]1([CH2:12][Br:13])[cH:2][cH:3][c:4]([CH2:7][C:8](=[O:9])[O:10][CH3:11])[cH:5][cH:6]1. Product: COC(=O)Cc1ccc(CBr)cc1. Reactants: O=C1CCC(=O)N1Br, O=C(OOC(=O)c1ccccc1)c1ccccc1, ClC(Cl)(Cl)Cl, COC(=O)Cc1ccc(C)cc1. Starting materials: O=C1c2ccccc2C(=O)N1CCBr, O=C([O-])[O-], CC(C)=O, COc1nc2cc(Cl)c(Cl)c(NS(C)(=O)=O)c2nc1OC, [K+], [K+]. The product is COc1nc2cc(Cl)c(Cl)c(N(CCN3C(=O)c4ccccc4C3=O)S(C)(=O)=O)c2nc1OC. As a reaction SMILES: [Br:1][CH2:2][CH2:3][N:4]1[C:5](=[O:14])[c:6]2[c:7]([cH:10][cH:11][cH:12][cH:13]2)[C:8]1=[O:9].[C:36](=[O:37])([O-:38])[O-:39].[CH3:42][C:43](=[O:44])[CH3:45].[Cl:15][c:16]1[c:17]([NH:31][S:32](=[O:33])(=[O:34])[CH3:35])[c:18]2[n:19][c:20]([O:29][CH3:30])[c:21]([O:27][CH3:28])[n:22][c:23]2[cH:24][c:25]1[Cl:26].[K+:40].[K+:41]>>[CH2:2]([CH2:3][N:4]1[C:5](=[O:14])[c:6]2[c:7]([cH:10][cH:11][cH:12][cH:13]2)[C:8]1=[O:9])[N:31]([c:17]1[c:16]([Cl:15])[c:25]([Cl:26])[cH:24][c:23]2[c:18]1[n:19][c:20]([O:29][CH3:30])[c:21]([O:27][CH3:28])[n:22]2)[S:32](=[O:33])(=[O:34])[CH3:35].